Dataset: the Open Reaction Database (ORD), a public repository of structured organic reaction records. Task: describe an organic reaction: reactants, conditions, products, and yield Starting materials: CS(=O)C (DMSO), [OH-].[Na+] (NaOH), FC1=CC=C(C=C1)N1N=CC2=CC(=CC=C12)/C(/C(C(=O)OC)(C)C)=C\C(C)C ((E)-Methyl 3-(1-(4-fluorophenyl)-1H-indazol-5-yl)-2,2,5-trimethylhex-3-enoate). Run in CO (MeOH). Run at time 8 hour. The product is C(C1=CC=CC=C1)OC(C(C(=O)O)(C)C)C=1C=C2C=NN(C2=CC1)C1=CC=C(C=C1)F (3-(benzyloxy)-3-(1-(4-fluorophenyl)-1H-indazol-5-yl)-2,2-dimethylpropanoic acid). Reaction SMILES: [F:1][C:2]1[CH:7]=[CH:6][C:5]([N:8]2[C:16]3[C:11](=[CH:12][C:13](/[C:17](=C\C(C)C)/[C:18]([CH3:24])([CH3:23])[C:19]([O:21]C)=[O:20])=[CH:14][CH:15]=3)[CH:10]=[N:9]2)=[CH:4][CH:3]=1.CS(C)=O.[OH-:33].[Na+]>CO>[CH2:10]([O:33][CH:17]([C:13]1[CH:12]=[C:11]2[C:16](=[CH:15][CH:14]=1)[N:8]([C:5]1[CH:4]=[CH:3][C:2]([F:1])=[CH:7][CH:6]=1)[N:9]=[CH:10]2)[C:18]([CH3:24])([CH3:23])[C:19]([OH:21])=[O:20])[C:11]1[CH:16]=[CH:15][CH:14]=[CH:13][CH:12]=1 |f:2.3|. Reported procedure: (E)-Methyl 3-(1-(4-fluorophenyl)-1H-indazol-5-yl)-2,2,5-trimethylhex-3-enoate (52 mg, 0.123 mmol) was dissolved in MeOH (5 mL) and DMSO (5 mL) and treated with 1 M NaOH (5 mL) at 100° C. After stirring overnight, the MeOH was removed in vacuo, the residue acidified with sat KH2PO4 to pH 4-5 and extracted with EtOAc×3. The organic layer was dried with MgSO4, filtered, concentrated in vacuo to give 3-(benzyloxy)-3-(1-(4-fluorophenyl)-1H-indazol-5-yl)-2,2-dimethylpropanoic acid. Reactants: C1(=CCCCC1)CCNC(=O)NCCC1=CCCCC1 (1,3-bis[2-(1-cyclohexen-1-yl)ethyl]urea), 6-amino-1,3, C1(=CCCCC1)CCN1C(NC=CC1=O)=O ((2-(cyclohexen-1-yl)ethyl]uracil). The product is NC1=CC(N(C(N1CCC1=CCCCC1)=O)CCC1=CCCCC1)=O (6-Amino-1,3-bis[2-(cyclohexen-1-yl)ethyl]uracil). The yield is 85.0%. RXN SMILES: [C:1]1([CH2:7][CH2:8][NH:9][C:10]([NH:12][CH2:13][CH2:14][C:15]2[CH2:20][CH2:19][CH2:18][CH2:17][CH:16]=2)=[O:11])[CH2:6][CH2:5][CH2:4][CH2:3][CH:2]=1.C1(CCN2[C:34](=[O:35])[CH:33]=[CH:32][NH:31]C2=O)CCCCC=1>>[NH2:31][C:32]1[N:9]([CH2:8][CH2:7][C:1]2[CH2:6][CH2:5][CH2:4][CH2:3][CH:2]=2)[C:10](=[O:11])[N:12]([CH2:13][CH2:14][C:15]2[CH2:20][CH2:19][CH2:18][CH2:17][CH:16]=2)[C:34](=[O:35])[CH:33]=1. Procedure details: In the manner of step (b) of Example 1, 1,3-bis[2-(1-cyclohexen-1-yl)ethyl]urea (from step (a), 55.00 g, 0.199 mol) was converted to 6-amino-1,3-bis[(2-(cyclohexen-1-yl)ethyl]uracil, isolated as a white powder (58.03 g, 85%), m.p. 172°-174° C.; Starting materials: COc1ccc2c(C(=O)O)cccc2c1C(F)(F)F, CN(C)C=O, O=S(Cl)Cl. Yields the product COc1ccc2c(N)cccc2c1C(F)(F)F. RXN SMILES: [CH3:1][O:2][c:3]1[c:4]([C:16]([F:17])([F:18])[F:19])[c:5]2[cH:6][cH:7][cH:8][c:9]([C:13]([OH:14])=[O:15])[c:10]2[cH:11][cH:12]1.[CH3:20][N:21]([CH3:22])[CH:23]=[O:24].[S:25]([Cl:26])([Cl:27])=[O:28]>>[CH3:1][O:2][c:3]1[c:4]([C:16]([F:17])([F:18])[F:19])[c:5]2[cH:6][cH:7][cH:8][c:9]([NH2:21])[c:10]2[cH:11][cH:12]1.